From a dataset of the Open Reaction Database (ORD), a public repository of structured organic reaction records. describe an organic reaction: reactants, conditions, products, and yield The reactants are CC(=O)OC1(C(=O)CI)CCC2C3CCC4=CC(=O)C=CC4(C)C3CCC21C, CC(C)=O, Cc1ccc(S(=O)(=O)O)cc1, c1ccncc1. Reaction SMILES: [C:1]([CH3:2])(=[O:3])[O:4][C:5]1([C:6]([CH2:7][I:8])=[O:9])[CH2:10][CH2:11][CH:12]2[CH:13]3[CH2:14][CH2:15][C:16]4=[CH:17][C:18](=[O:28])[CH:19]=[CH:20][C:21]4([CH3:22])[CH:23]3[CH2:24][CH2:25][C:26]12[CH3:27].[CH3:46][C:47](=[O:48])[CH3:49].[c:29]1([CH3:30])[cH:31][cH:32][c:33]([S:34]([OH:35])(=[O:36])=[O:37])[cH:38][cH:39]1.[n:40]1[cH:41][cH:42][cH:43][cH:44][cH:45]1>>[C:1]([CH3:2])(=[O:3])[O:4][C:5]1([C:6]([CH3:7])=[O:9])[CH2:10][CH2:11][CH:12]2[CH:13]3[CH2:14][CH2:15][C:16]4=[CH:17][C:18](=[O:28])[CH:19]=[CH:20][C:21]4([CH3:22])[CH:23]3[CH2:24][CH2:25][C:26]12[CH3:27]. Yields the product CC(=O)OC1(C(C)=O)CCC2C3CCC4=CC(=O)C=CC4(C)C3CCC21C.